This data is from the Open Reaction Database (ORD), a public repository of structured organic reaction records. The task is: describe an organic reaction: reactants, conditions, products, and yield As a reaction SMILES: [CH2:8]1[O:9][CH2:10][CH2:11][CH2:12]1.[CH3:13][O:14][C:15]([c:16]1[cH:17][c:18]([O:23][CH3:24])[c:19]([NH2:22])[cH:20][cH:21]1)=[O:25].[CH3:1][C:2]([OH:3])=[O:4].[CH:5]([OH:6])=[O:7].[OH2:26]>>[CH:2](=[O:3])[NH:22][c:19]1[c:18]([O:23][CH3:24])[cH:17][c:16]([C:15]([O:14][CH3:13])=[O:25])[cH:21][cH:20]1. Yields the product COC(=O)c1ccc(NC=O)c(OC)c1. Starting materials: C1CCOC1, COC(=O)c1ccc(N)c(OC)c1, CC(=O)O, O=CO, O.